describe an organic reaction: reactants, conditions, products, and yield From a dataset of the Open Reaction Database (ORD), a public repository of structured organic reaction records. Reactants: CNC, CCO, CSc1nc(N)nc(-c2ccco2)c1C#N. Yields the product CN(C)c1nc(N)nc(-c2ccco2)c1C#N. RXN SMILES: [CH3:17][NH:18][CH3:19].[CH3:20][CH2:21][OH:22].[NH2:1][c:2]1[n:3][c:4]([S:15][CH3:16])[c:5]([C:13]#[N:14])[c:6](-[c:8]2[o:9][cH:10][cH:11][cH:12]2)[n:7]1>>[NH2:1][c:2]1[n:3][c:4]([N:18]([CH3:17])[CH3:19])[c:5]([C:13]#[N:14])[c:6](-[c:8]2[o:9][cH:10][cH:11][cH:12]2)[n:7]1. The reactants are NC=1C(=NC(=CN1)C1=CC(=NC=C1)C(C)(C)C#N)C1=NN=C(O1)C1=CC=C(C=C1)CN(C(OC(C)(C)C)=O)C (tert-butyl N-[[4-[5-[3-amino-6-[2-(1-cyano-1-methyl-ethyl)-4-pyridyl]pyrazin-2-yl]-1,3,4-oxadiazol-2-yl]phenyl]methyl]-N-methyl-carbamate), FC(C(=O)O)(F)F (trifluoroacetic acid). The solvent is ClCCl (dichloromethane). Run at time 2 hour. The product is NC=1N=CC(=NC1C=1OC(=NN1)C1=CC=C(C=C1)CNC)C1=CC(=NC=C1)C(C#N)(C)C (2-[4-[5-amino-6-[5-[4-(methylaminomethyl)phenyl]-1,3,4-oxadiazol-2-yl]pyrazin-2-yl]-2-pyridyl]-2-methyl-propanenitrile), mono trifluoroacetic acid. Isolated yield 43.3%. RXN SMILES: [NH2:1][C:2]1[C:3]([C:19]2[O:23][C:22]([C:24]3[CH:29]=[CH:28][C:27]([CH2:30][N:31](C)[C:32](=O)OC(C)(C)C)=[CH:26][CH:25]=3)=[N:21][N:20]=2)=[N:4][C:5]([C:8]2[CH:13]=[CH:12][N:11]=[C:10]([C:14]([C:17]#[N:18])([CH3:16])[CH3:15])[CH:9]=2)=[CH:6][N:7]=1.FC(F)(F)C(O)=O>ClCCl>[NH2:1][C:2]1[N:7]=[CH:6][C:5]([C:8]2[CH:13]=[CH:12][N:11]=[C:10]([C:14]([CH3:16])([CH3:15])[C:17]#[N:18])[CH:9]=2)=[N:4][C:3]=1[C:19]1[O:23][C:22]([C:24]2[CH:25]=[CH:26][C:27]([CH2:30][NH:31][CH3:32])=[CH:28][CH:29]=2)=[N:21][N:20]=1. Procedure details: tert-butyl N-[[4-[5-[3-amino-6-[2-(1-cyano-1-methyl-ethyl)-4-pyridyl]pyrazin-2-yl]-1,3,4-oxadiazol-2-yl]phenyl]methyl]-N-methyl-carbamate (199.3 mg, 0.3785 mmol) was dissolved in dichloromethane (5 mL) followed by the addition of trifluoroacetic acid (500 μL, excess). The mixture was stirred at ambient temperature for 2 hours and then concentrated in vacuo to an oil. Azeotroped with dichloromethane/methanol. Compound was purified by reverse phase preparative HPLC [Waters Sunfire C18, 10 mM, 100 ... The reactants are CN1CCCC1 (N-methylpyrrolidine), BrCCCC (1-bromobutane), [F-].[K+] (KF). Yields the product [Br-].C(CC)[N+]1(CCCC1)C (Propylmethylpyrrolidinium bromide), adduct. RXN SMILES: [CH3:1][N:2]1C[CH2:5][CH2:4][CH2:3]1.[Br:7][CH2:8][CH2:9][CH2:10][CH3:11].[F-].[K+]>>[Br-:7].[CH2:3]([N+:2]1([CH3:1])[CH2:11][CH2:10][CH2:9][CH2:8]1)[CH2:4][CH3:5] |f:2.3,4.5|. Procedure details: Propylmethylpyrrolidinium bromide was prepared by Menshutkin reaction of N-methylpyrrolidine with 1-bromobutane. 21.5 g of the adduct formed by the IB-4 complex with KF were added to 20.8 g of [C4H8N(CH3)C3H7]Br in 100 ml of acetone. The suspension was stirred by means of a magnetic stirrer for 48 hours. The KBr formed during the reaction was eliminated by filtration and the precipitate was washed with two portions of 20 ml of acetone. The solvent was eliminated and a viscous liquid was recovere... Starting materials: CC(C)([O-])C.[K+] (Potassium tert-butoxide), ClC1=CC=C2C(=NNC2=C1)I (6-chloro-3-iodo-1H-indazole), CI (Methyl iodide). The solvent is C1CCOC1 (THF). Conditions: temperature 0 celsius, time 1.25 hour. Yields the product ClC1=CC=C2C(=NN(C2=C1)C)I (6-chloro-3-iodo-1-methyl-1H-indazole). Yield: 66.0%. Reaction SMILES: [Cl:1][C:2]1[CH:10]=[C:9]2[C:5]([C:6]([I:11])=[N:7][NH:8]2)=[CH:4][CH:3]=1.[CH3:12]C(C)([O-])C.[K+].CI>C1COCC1>[Cl:1][C:2]1[CH:10]=[C:9]2[C:5]([C:6]([I:11])=[N:7][N:8]2[CH3:12])=[CH:4][CH:3]=1 |f:1.2|. Procedure details: In a round-bottomed flask, 6-chloro-3-iodo-1H-indazole (167 mg, 0.57 mmol) was dissolved in THF (2 ml) and the solution was cooled to 0° C. Potassium tert-butoxide (90 mg, 0.80 mmol) was added and the reaction mixture was stirred at 0° C. for 1.25 h. Methyl iodide (0.045 ml, 0.72 mmol) was added dropwise then the ice bath was removed and the reaction mixture was stirred at room temperature for 2 h. The reaction mixture was quenched with water and extracted with EtOAc (2×). The combined organic l...